This data is from the Open Reaction Database (ORD), a public repository of structured organic reaction records. The task is: describe an organic reaction: reactants, conditions, products, and yield The reactants are ClC1=C(C(=O)O)C=CC(=C1)O (2-chloro-4-hydroxybenzoic acid), CC(CC1=CC=C(C=C1)O)CC ((+)4-(2'-methylbutyl)phenol), S(O)(O)(=O)=O (sulphuric acid), B(O)(O)O (boric acid). The solvent is C1(=CC=CC=C1)C (toluene). Product: ClC1=C(C(=O)OC2=CC=C(C=C2)CC(CC)C)C=CC(=C1)O ((+)-4-(2'-methylbutyl)phenyl 2-chloro-4-hydroxybenzoate). Reaction SMILES: [Cl:1][C:2]1[CH:10]=[C:9]([OH:11])[CH:8]=[CH:7][C:3]=1[C:4]([OH:6])=[O:5].[CH3:12][CH:13]([CH2:22][CH3:23])[CH2:14][C:15]1[CH:20]=[CH:19][C:18](O)=[CH:17][CH:16]=1.S(=O)(=O)(O)O.B(O)(O)O>C1(C)C=CC=CC=1>[Cl:1][C:2]1[CH:10]=[C:9]([OH:11])[CH:8]=[CH:7][C:3]=1[C:4]([O:6][C:18]1[CH:17]=[CH:16][C:15]([CH2:14][CH:13]([CH3:12])[CH2:22][CH3:23])=[CH:20][CH:19]=1)=[O:5]. Procedure: This esterification may be carried out by the method described by Lowrance (Tet. Lett. 1971, 3453). The reactants (2-chloro-4-hydroxybenzoic acid and (+)4-(2'-methylbutyl)phenol in equimolar amounts) are dissolved in toluene and heated in a Dean and Stark apparatus together with catalytic amounts of sulphuric acid and boric acid. After crystallisation from ethanol/water, the product has the m.p. 142° C. The reactants are Fc1cc(Br)cc(C(F)(F)F)c1, [Mg+]Cc1ccccc1, C1CCOC1, [Li]CCCC, C[Si](C)(C)Cl, CCOCC, [Cl-], Cl, N#Cc1ccc(F)c(C(F)(F)F)c1. Yields the product NC(Cc1ccccc1)(c1cc(F)cc(C(F)(F)F)c1)c1ccc(F)c(C(F)(F)F)c1. RXN SMILES: [Br:1][c:2]1[cH:3][c:4]([F:12])[cH:5][c:6]([C:8]([F:9])([F:10])[F:11])[cH:7]1.[CH2:37]([c:38]1[cH:39][cH:40][cH:41][cH:42][cH:43]1)[Mg+:44].[CH2:45]1[O:46][CH2:47][CH2:48][CH2:49]1.[CH3:13][CH2:14][CH2:15][CH2:16][Li:17].[CH3:31][Si:32]([Cl:33])([CH3:34])[CH3:35].[CH3:51][CH2:52][O:53][CH2:54][CH3:55].[Cl-:36].[ClH:50].[F:18][c:19]1[c:20]([C:27]([F:28])([F:29])[F:30])[cH:21][c:22]([C:23]#[N:24])[cH:25][cH:26]1>>[c:2]1([C:23]([c:22]2[cH:21][c:20]([C:27]([F:28])([F:29])[F:30])[c:19]([F:18])[cH:26][cH:25]2)([NH2:24])[CH2:37][c:38]2[cH:39][cH:40][cH:41][cH:42][cH:43]2)[cH:3][c:4]([F:12])[cH:5][c:6]([C:8]([F:9])([F:10])[F:11])[cH:7]1. The reactants are COCCCCN1C(C(OC2=C1C=C(C(=C2)C(F)(F)F)C(=O)O)(C)C)=O (4-(4-methoxybutyl)-2,2-dimethyl-3-oxo-7-(trifluoromethyl)-3,4-dihydro-2H-1,4-benzoxazine-6-carboxylic acid), C(C)(C)NC1CN(CCCC1)C(=O)OC(C)(C)C (tert-butyl 3-(isopropylamino)azepane-1-carboxylate). The product is C(C)(C)N(C1CN(CCCC1)C(=O)OC(C)(C)C)C(=O)C=1C(=CC2=C(N(C(C(O2)(C)C)=O)CCCCOC)C1)C(F)(F)F (tert-Butyl 3-(isopropyl{[4-(4-methoxybutyl)-2,2-dimethyl-3-oxo-7-(trifluoromethyl)-3,4-dihydro-2H-1,4-benzoxazin-6-yl]carbonyl}amino)azepane-1-carboxylate). As a reaction SMILES: [CH3:1][O:2][CH2:3][CH2:4][CH2:5][CH2:6][N:7]1[C:12]2[CH:13]=[C:14]([C:21]([OH:23])=O)[C:15]([C:17]([F:20])([F:19])[F:18])=[CH:16][C:11]=2[O:10][C:9]([CH3:25])([CH3:24])[C:8]1=[O:26].[CH:27]([NH:30][CH:31]1[CH2:37][CH2:36][CH2:35][CH2:34][N:33]([C:38]([O:40][C:41]([CH3:44])([CH3:43])[CH3:42])=[O:39])[CH2:32]1)([CH3:29])[CH3:28]>>[CH:27]([N:30]([C:21]([C:14]1[C:15]([C:17]([F:19])([F:20])[F:18])=[CH:16][C:11]2[O:10][C:9]([CH3:25])([CH3:24])[C:8](=[O:26])[N:7]([CH2:6][CH2:5][CH2:4][CH2:3][O:2][CH3:1])[C:12]=2[CH:13]=1)=[O:23])[CH:31]1[CH2:37][CH2:36][CH2:35][CH2:34][N:33]([C:38]([O:40][C:41]([CH3:43])([CH3:42])[CH3:44])=[O:39])[CH2:32]1)([CH3:29])[CH3:28]. Procedure details: Using 4-(4-methoxybutyl)-2,2-dimethyl-3-oxo-7-(trifluoromethyl)-3,4-dihydro-2H-1,4-benzoxazine-6-carboxylic acid and tert-butyl 3-(isopropylamino)azepane-1-carboxylate, the title compound was obtained in a similar manner to Reference Example 5. Reactants: O.[OH-].[Li+] (lithium hydroxide monohydrate), solution, O1CCCC1 (tetrahydrofuran), C=1(C(=CC=CC1)C(=O)CN1C(C(CN(C2=C1C=C(C=C2)C)C(CC(C)(C)C)=O)NC(=O)NC2=CC(=CC=C2)C(=O)OCC)=O)C (1-[1-(2-toluoylmethyl)-2-oxo-5-(3,3-dimethylbutanoyl)-8-methyl-1,3,4,5-tetrahydro-2H-1,5-benzodiazepin-3-yl]-3-(3-ethoxycarbonylphenyl)urea). The solvent is CO (methanol). Product: C=1(C(=CC=CC1)C(=O)CN1C(C(CN(C2=C1C=C(C=C2)C)C(CC(C)(C)C)=O)NC(NC=2C=C(C(=O)O)C=CC2)=O)=O)C (3-[3-[1-(2-toluoylmethyl)-2-oxo-5-(3, 3-dimethylbutanoyl)-8-methyl-1,3,4,5-tetrahydro-2H-1,5-benzodiazepin-3-yl]ureido]benzoic acid). The yield is 76.8%. RXN SMILES: [C:1]1([CH3:45])[C:2]([C:7]([CH2:9][N:10]2[C:16]3[CH:17]=[C:18]([CH3:21])[CH:19]=[CH:20][C:15]=3[N:14]([C:22](=[O:28])[CH2:23][C:24]([CH3:27])([CH3:26])[CH3:25])[CH2:13][CH:12]([NH:29][C:30]([NH:32][C:33]3[CH:38]=[CH:37][CH:36]=[C:35]([C:39]([O:41]CC)=[O:40])[CH:34]=3)=[O:31])[C:11]2=[O:44])=[O:8])=[CH:3][CH:4]=[CH:5][CH:6]=1.O.[OH-].[Li+].O1CCCC1>CO>[C:1]1([CH3:45])[C:2]([C:7]([CH2:9][N:10]2[C:16]3[CH:17]=[C:18]([CH3:21])[CH:19]=[CH:20][C:15]=3[N:14]([C:22](=[O:28])[CH2:23][C:24]([CH3:25])([CH3:27])[CH3:26])[CH2:13][CH:12]([NH:29][C:30](=[O:31])[NH:32][C:33]3[CH:34]=[C:35]([CH:36]=[CH:37][CH:38]=3)[C:39]([OH:41])=[O:40])[C:11]2=[O:44])=[O:8])=[CH:3][CH:4]=[CH:5][CH:6]=1 |f:1.2.3|. Procedure: 1-[1-(2-toluoylmethyl)-2-oxo-5-(3,3-dimethylbutanoyl)-8-methyl-1,3,4,5-tetrahydro-2H-1,5-benzodiazepin-3-yl]-3-(3-ethoxycarbonylphenyl)urea (442 mg) was dissolved in methanol (20 ml), aqueous lithium hydroxide monohydrate (151 mg) solution (10 ml) and tetrahydrofuran (10 ml) were added, and the mixture was refluxed for one hour. The reaction mixture was concentrated under reduced pressure, 1N hydrochloric acid was added to the residue, extracted with methylene chloride. The solvent was evaporate... The reactants are N (ammonia), [N+](=O)([O-])C=1C=CC=C2C=C(NC12)C(=O)O (7-nitro-1H-indole-2-carboxylic acid), N1(N=NC2=C1C=CC=C2)O (1H-1,2,3-benzotriazol-1-ol), Cl.CN(CCCN=C=NCC)C (N-[3-(dimethylamino)propyl]-N′-ethylcarbodiimide hydrochloride). Solvent: O (water), CN(C=O)C (N,N-dimethylformamide). Reaction conditions: time 20 minute. The product is [N+](=O)([O-])C=1C=CC=C2C=C(NC12)C(=O)N (7-Nitro-1H-indole-2-carboxamide). Isolated yield 73.3%. As a reaction SMILES: [N+:1]([C:4]1[CH:5]=[CH:6][CH:7]=[C:8]2[C:12]=1[NH:11][C:10]([C:13]([OH:15])=O)=[CH:9]2)([O-:3])=[O:2].[N:16]1(O)C2C=CC=CC=2N=N1.Cl.CN(C)CCCN=C=NCC.N>O.CN(C)C=O>[N+:1]([C:4]1[CH:5]=[CH:6][CH:7]=[C:8]2[C:12]=1[NH:11][C:10]([C:13]([NH2:16])=[O:15])=[CH:9]2)([O-:3])=[O:2] |f:2.3|. Reported procedure: To a mixture of 7-nitro-1H-indole-2-carboxylic acid (4.40 g), 1H-1,2,3-benzotriazol-1-ol (3.45 g) and N,N-dimethylformamide (80 mL) was added N-[3-(dimethylamino)propyl]-N′-ethylcarbodiimide hydrochloride (4.90 g) at room temperature, and the mixture was stirred for 20 min and 28% aqueous ammonia (7.8 mL) was added. The reaction mixture was stirred at room temperature for 1 hr, and water was added. The resulting crystals were filtrated, washed with water, and dried to give the title compound (3.... Reactants: O=C([O-])O, CC#N, [Na+], CCCc1c(Cc2ccc(-c3ccccc3C#N)cc2)c(=O)n(C2CCC(OCCO)CC2)c2ncnn12. Yields the product CCCc1c(Cc2ccc(-c3ccccc3C#N)cc2)c(=O)n(C2CCC(OCC=O)CC2)c2ncnn12. As a reaction SMILES: [C:42](=[O:43])([O-:44])[OH:45].[CH3:39][C:40]#[N:41].[Na+:46].[OH:1][CH2:2][CH2:3][O:4][CH:5]1[CH2:6][CH2:7][CH:8]([n:11]2[c:12]3[n:13]([c:14]([CH2:33][CH2:34][CH3:35])[c:15]([CH2:18][c:19]4[cH:20][cH:21][c:22](-[c:25]5[c:26]([C:31]#[N:32])[cH:27][cH:28][cH:29][cH:30]5)[cH:23][cH:24]4)[c:16]2=[O:17])[n:36][cH:37][n:38]3)[CH2:9][CH2:10]1>>[O:1]=[CH:2][CH2:3][O:4][CH:5]1[CH2:6][CH2:7][CH:8]([n:11]2[c:12]3[n:13]([c:14]([CH2:33][CH2:34][CH3:35])[c:15]([CH2:18][c:19]4[cH:20][cH:21][c:22](-[c:25]5[c:26]([C:31]#[N:32])[cH:27][cH:28][cH:29][cH:30]5)[cH:23][cH:24]4)[c:16]2=[O:17])[n:36][cH:37][n:38]3)[CH2:9][CH2:10]1. Reactants: N1=CC=CC=C1 (pyridine), FC1=C(N)C=C(C=C1)C (2-fluoro-5-methylaniline), CS(=O)(=O)Cl (methanesulfonyl chloride). Solvent: C(Cl)Cl (DCM). Run at temperature 0 celsius, time 20 hour. The product is FC=1C=CC(=C(C1)NS(=O)(=O)C)C (N-(5-fluoro-2-methylphenyl)methanesulfonamide). The yield is 90.0%. Reaction SMILES: [N:1]1C=CC=CC=1.[F:7][C:8]1[CH:14]=[CH:13][C:12]([CH3:15])=[CH:11][C:9]=1N.[CH3:16][S:17](Cl)(=[O:19])=[O:18]>C(Cl)Cl>[F:7][C:8]1[CH:14]=[CH:13][C:12]([CH3:15])=[C:11]([NH:1][S:17]([CH3:16])(=[O:19])=[O:18])[CH:9]=1. Procedure details: To a pyridine (20 ml) and DCM (40 ml) solution of 2-fluoro-5-methylaniline (purchased from ACROS, 3.5 g, 28 mmol), methanesulfonyl chloride (purchased from WAKO, 4.3 ml, 56 mmol) was added at room temperature and the mixture was stirred for 20 hours. The reaction was quenched with 2M sodium hydroxide aqueous solution and the aqueous layer was separated and washed with DCM. The layer was cooled to 0° C. and acidified to pH 2.0 using 2M HCl aqueous solution. The precipitates were collected, and th... Reactants: [BH3-]C#N, O=C([O-])O, CO, C[O-], CO, CCOC(C)=O, CC(=O)O, Cl, O=CCn1c(=O)ccc2ncc(F)cc21, [Na+], [Na+], [Na+], c1nc(CNC2CCNC2)cc2c1OCCO2. Product: Cl, O=c1ccc2ncc(F)cc2n1CCN1CCC(NCc2cc3c(cn2)OCCO3)C1. As a reaction SMILES: [C:39]([BH3-:40])#[N:41].[C:43](=[O:44])([O-:45])[OH:46].[CH3:19][OH:20].[CH3:21][O-:22].[CH3:48][OH:49].[CH3:50][CH2:51][O:52][C:53](=[O:54])[CH3:55].[CH3:56][C:57](=[O:58])[OH:59].[ClH:1].[F:24][c:25]1[cH:26][n:27][c:28]2[cH:29][cH:30][c:31](=[O:38])[n:32]([CH2:35][CH:36]=[O:37])[c:33]2[cH:34]1.[Na+:23].[Na+:42].[Na+:47].[O:2]1[CH2:3][CH2:4][O:5][c:6]2[cH:7][n:8][c:9]([CH2:12][NH:13][CH:14]3[CH2:15][NH:16][CH2:17][CH2:18]3)[cH:10][c:11]21>>[ClH:1].[O:2]1[CH2:3][CH2:4][O:5][c:6]2[cH:7][n:8][c:9]([CH2:12][NH:13][CH:14]3[CH2:15][N:16]([CH2:36][CH2:35][n:32]4[c:31](=[O:38])[cH:30][cH:29][c:28]5[n:27][cH:26][c:25]([F:24])[cH:34][c:33]54)[CH2:17][CH2:18]3)[cH:10][c:11]21.